Task: describe an organic reaction: reactants, conditions, products, and yield. Dataset: the Open Reaction Database (ORD), a public repository of structured organic reaction records The reactants are CN(C)c1ccncc1, COc1cc2nccc(Cl)c2cc1OC, Clc1ccccc1, O, COc1ccc(O)c(C=O)c1. Yields the product COc1ccc(Oc2ccnc3cc(OC)c(OC)cc23)c(C=O)c1. RXN SMILES: [CH3:28][N:29]([CH3:30])[c:31]1[cH:32][cH:33][n:34][cH:35][cH:36]1.[Cl:1][c:2]1[cH:3][cH:4][n:5][c:6]2[cH:7][c:8]([O:14][CH3:15])[c:9]([O:12][CH3:13])[cH:10][c:11]12.[Cl:37][c:38]1[cH:39][cH:40][cH:41][cH:42][cH:43]1.[OH2:27].[OH:16][c:17]1[c:18]([CH:19]=[O:20])[cH:21][c:22]([O:25][CH3:26])[cH:23][cH:24]1>>[c:2]1([O:16][c:17]2[c:18]([CH:19]=[O:20])[cH:21][c:22]([O:25][CH3:26])[cH:23][cH:24]2)[cH:3][cH:4][n:5][c:6]2[cH:7][c:8]([O:14][CH3:15])[c:9]([O:12][CH3:13])[cH:10][c:11]12.